This data is from the Open Reaction Database (ORD), a public repository of structured organic reaction records. The task is: describe an organic reaction: reactants, conditions, products, and yield Run at temperature 0 celsius, time 8 hour. Solvent: C(Cl)Cl (DCM), C(Cl)Cl (DCM), CCOC(=O)C (EtOAc). The reactants are N[C@@]1([C@@H]([C@H](OC1)C)C(C(F)(F)F)O)C1=C(C=CC=C1)F (1-[(2R,3R,4S)-4-Amino-4-(2-fluoro-phenyl)-2-methyl-tetrahydro-furan-3-yl]-2,2,2-trifluoro-ethanol), CF3, C(C1=CC=CC=C1)(=O)N=C=S (Benzoyl isothiocyanate). The product is C(C1=CC=CC=C1)(=O)NC(=S)N[C@]1(CO[C@@H]([C@H]1C(C(F)(F)F)O)C)C1=C(C=CC=C1)F (1-Benzoyl-3-[(3S,4R,5R)-3-(2-fluoro-phenyl)-5-methyl-4-(2,2,2-trifluoro-1-hydroxy-ethyl)-tetrahydro-furan-3-yl]-thiourea). The yield is 87.9%. RXN SMILES: [NH2:1][C@@:2]1([C:14]2[CH:19]=[CH:18][CH:17]=[CH:16][C:15]=2[F:20])[CH2:6][O:5][C@H:4]([CH3:7])[C@H:3]1[CH:8]([OH:13])[C:9]([F:12])([F:11])[F:10].[C:21]([N:29]=[C:30]=[S:31])(=[O:28])[C:22]1[CH:27]=[CH:26][CH:25]=[CH:24][CH:23]=1>C(Cl)Cl.CCOC(C)=O>[C:21]([NH:29][C:30]([NH:1][C@:2]1([C:14]2[CH:19]=[CH:18][CH:17]=[CH:16][C:15]=2[F:20])[C@H:3]([CH:8]([OH:13])[C:9]([F:12])([F:10])[F:11])[C@@H:4]([CH3:7])[O:5][CH2:6]1)=[S:31])(=[O:28])[C:22]1[CH:27]=[CH:26][CH:25]=[CH:24][CH:23]=1. Procedure: 1-[(2R,3R,4S)-4-Amino-4-(2-fluoro-phenyl)-2-methyl-tetrahydro-furan-3-yl]-2,2,2-trifluoro-ethanol (Preparation Example 30-(4)) (550 mg, 1.87 mmol) was dissolved in DCM (15 mL) was transferred into the reaction vessel. Solution was cooled to 0° C. Benzoyl isothiocyanate (1.22 g, 7.50 mmol) was added drop-wise over 20 mins as a solution in DCM (100 mL). Reaction mixture was allowed to warm up to RT and stir overnight. TLC in neat EtOAc showed the weak SM spot was gone from Rf 0.10. Product was at ... The yield is 55.0%. Reagents/catalysts: Cl[Pd]([P](C1=CC=CC=C1)(C2=CC=CC=C2)C3=CC=CC=C3)([P](C4=CC=CC=C4)(C5=CC=CC=C5)C6=CC=CC=C6)Cl (bis(triphenylphosphine)palladium(II) dichloride). Procedure: 7-Bromo-4-hydroxy-isoquinoline-3-carboxylic acid ethyl ester (250 mg, 0.8443 mmol) was dissolved in dry DMF and 4 Å molecular sieves were added to maintain dryness. 4-fluorophenyl-tri-n-butylstannane (392 mg, 1.013 mmol) and bis(triphenylphosphine)palladium(II) dichloride (71 mg, 0.1013 mmol) were added sequentially and the reaction heated to 120° C. in an oil bath. Upon completion, the reaction was cooled and diluted with ethyl acetate. The solution was washed with water then brine and the orga... The reactants are C(C)OC(=O)C=1N=CC2=CC(=CC=C2C1O)Br (7-Bromo-4-hydroxy-isoquinoline-3-carboxylic acid ethyl ester), FC1=CC=C(C=C1)[Sn](CCCC)(CCCC)CCCC (4-fluorophenyl-tri-n-butylstannane). Solvent: CN(C)C=O (DMF), C(C)(=O)OCC (ethyl acetate). Reaction conditions: temperature 120 celsius. RXN SMILES: [CH2:1]([O:3][C:4]([C:6]1[N:7]=[CH:8][C:9]2[C:14]([C:15]=1[OH:16])=[CH:13][CH:12]=[C:11](Br)[CH:10]=2)=[O:5])[CH3:2].[F:18][C:19]1[CH:24]=[CH:23][C:22]([Sn](CCCC)(CCCC)CCCC)=[CH:21][CH:20]=1>CN(C=O)C.C(OCC)(=O)C.Cl[Pd](Cl)([P](C1C=CC=CC=1)(C1C=CC=CC=1)C1C=CC=CC=1)[P](C1C=CC=CC=1)(C1C=CC=CC=1)C1C=CC=CC=1>[CH2:1]([O:3][C:4]([C:6]1[N:7]=[CH:8][C:9]2[C:14]([C:15]=1[OH:16])=[CH:13][CH:12]=[C:11]([C:22]1[CH:23]=[CH:24][C:19]([F:18])=[CH:20][CH:21]=1)[CH:10]=2)=[O:5])[CH3:2] |^1:51,70|. The product is C(C)OC(=O)C=1N=CC2=CC(=CC=C2C1O)C1=CC=C(C=C1)F (7-(4-Fluoro-phenyl)-4-hydroxy-isoquinoline-3-carboxylic acid ethyl ester).